Task: describe an organic reaction: reactants, conditions, products, and yield. Dataset: the Open Reaction Database (ORD), a public repository of structured organic reaction records The reactants are NCCCNC1=NC=CC=C1 (2-(3-Aminopropylamino)pyridine), [N+](=O)([O-])NC1=NC=C(C(N1)=O)CC=1C=NC(=CC1)C (2-nitroamino-5-(6-methylpyrid-3-ylmethyl)-4-pyrimidone). Solvent: N1=CC=CC=C1 (pyridine). The product is N1=C(C=CC=C1)NCCCNC1=NC=C(C(N1)=O)CC=1C=NC(=CC1)C (2-[3-(pyrid-2-ylamino)propylamino]-5-(6-methylpyrid-3-ylmethyl)-4-pyrimidone). Yield: 69.7%. Reaction SMILES: [NH2:1][CH2:2][CH2:3][CH2:4][NH:5][C:6]1[CH:11]=[CH:10][CH:9]=[CH:8][N:7]=1.[N+](N[C:16]1[NH:21][C:20](=[O:22])[C:19]([CH2:23][C:24]2[CH:25]=[N:26][C:27]([CH3:30])=[CH:28][CH:29]=2)=[CH:18][N:17]=1)([O-])=O>N1C=CC=CC=1>[N:7]1[CH:8]=[CH:9][CH:10]=[CH:11][C:6]=1[NH:5][CH2:4][CH2:3][CH2:2][NH:1][C:16]1[NH:21][C:20](=[O:22])[C:19]([CH2:23][C:24]2[CH:25]=[N:26][C:27]([CH3:30])=[CH:28][CH:29]=2)=[CH:18][N:17]=1. Procedure details: 2-(3-Aminopropylamino)pyridine (1.74 g) and 2-nitroamino-5-(6-methylpyrid-3-ylmethyl)-4-pyrimidone (2.0 g) were heated together under reflux in pyridine (8 ml) for 22 hr. The mixture was stripped, the residue triturated with ether and then water (the pH of which was adjusted to 6.5 with dilute acetic acid) to give a white solid. Recrystallisation from isopropanol gave 2-[3-(pyrid-2-ylamino)propylamino]-5-(6-methylpyrid-3-ylmethyl)-4-pyrimidone, (1.87 g; 70%), m.p. 163°-165° C. As a reaction SMILES: [C:45](#[N:46])[CH3:47].[CH2:14]1[CH:15]([NH:23][C:24](=[O:25])[NH:26][CH2:27][CH2:28][CH2:29][CH:30]=[O:31])[CH2:16][c:17]2[cH:18][cH:19][cH:20][cH:21][c:22]21.[CH2:1]([CH2:2][CH3:3])[NH:4][CH:5]1[CH2:6][c:7]2[c:8]([n:9][cH:10][s:11]2)[CH2:12][CH2:13]1.[CH2:40]([O:41][CH2:42][CH3:43])[CH3:44].[OH:32][C:33]([CH:34]=[CH:35][C:36](=[O:37])[OH:38])=[O:39]>>[CH2:1]([CH2:2][CH3:3])[N:4]([CH:5]1[CH2:6][c:7]2[c:8]([n:9][cH:10][s:11]2)[CH2:12][CH2:13]1)[CH2:30][CH2:29][CH2:28][CH2:27][NH:26][C:24]([NH:23][CH:15]1[CH2:14][c:22]2[c:17]([cH:18][cH:19][cH:20][cH:21]2)[CH2:16]1)=[O:25]. Starting materials: CC#N, O=CCCCNC(=O)NC1Cc2ccccc2C1, CCCNC1CCc2ncsc2C1, CCOCC, O=C(O)C=CC(=O)O. Product: CCCN(CCCCNC(=O)NC1Cc2ccccc2C1)C1CCc2ncsc2C1.